This data is from the Open Reaction Database (ORD), a public repository of structured organic reaction records. The task is: describe an organic reaction: reactants, conditions, products, and yield Reactants: C(C(=C)C)(=O)OCCCCCCCCCCCC (dodecyl methacrylate), C(CCCCCCCCCCC)OS(=O)(=O)C1=CC=CC=C1.[Na] (sodium dodecylbenzenesulfonate), O (water). Solvent: 75, C(C(=C)C)(=O)OC (methyl methacrylate), N(=NC(C#N)(CC(C)C)C)C(C#N)(CC(C)C)C (2,2′-azobis(2,4-dimethylvaleronitrile)). Reaction conditions: time 4 minute. Yields the product C(C(=C)C)(=O)OCCCCCCCCCCCC.C(C(=C)C)(=O)OC (dodecyl methacrylate methyl methacrylate). Reaction SMILES: C(OS(C1C=CC=CC=1)(=O)=O)CCCCCCCCCCC.[Na].O.[C:25]([O:30][CH2:31][CH2:32][CH2:33][CH2:34][CH2:35][CH2:36][CH2:37][CH2:38][CH2:39][CH2:40][CH2:41][CH3:42])(=[O:29])[C:26]([CH3:28])=[CH2:27]>C(OC)(=O)C(C)=C.N(C(C)(CC(C)C)C#N)=NC(C)(CC(C)C)C#N>[C:25]([O:30][CH2:31][CH2:32][CH2:33][CH2:34][CH2:35][CH2:36][CH2:37][CH2:38][CH2:39][CH2:40][CH2:41][CH3:42])(=[O:29])[C:26]([CH3:28])=[CH2:27].[C:25]([O:30][CH3:31])(=[O:29])[C:26]([CH3:28])=[CH2:27] |f:0.1,6.7,^1:22|. Procedure: In a mixed solution of 75 parts of dodecyl methacrylate and 25 parts of methyl methacrylate there was dissolved 0.1 part of 2,2′-azobis(2,4-dimethylvaleronitrile). To this there was then added a mixed solution containing 2.0 parts of sodium dodecylbenzenesulfonate and 300 parts of distilled water, and after stirring for 4 minutes at 10,000 rpm with a homomixer, it was passed twice through a homogenizer at 30 MPa pressure to obtain a stable dodecyl methacrylate/methyl methacrylate preliminary dis...